From a dataset of the Open Reaction Database (ORD), a public repository of structured organic reaction records. describe an organic reaction: reactants, conditions, products, and yield Reactants: CC(C)(C)OC(=O)NN, ClCCCl, C1CCOC1, COc1ccc(C(=O)O)cc1O, On1nnc2ccccc21. The product is COc1ccc(C(=O)NNC(=O)OC(C)(C)C)cc1O. RXN SMILES: [C:13]([NH:14][NH2:15])(=[O:16])[O:17][C:18]([CH3:19])([CH3:20])[CH3:21].[CH2:22]([Cl:23])[CH2:24][Cl:25].[O:36]1[CH2:37][CH2:38][CH2:39][CH2:40]1.[OH:1][c:2]1[cH:3][c:4]([C:5](=[O:6])[OH:7])[cH:8][cH:9][c:10]1[O:11][CH3:12].[OH:26][n:27]1[c:28]2[c:29]([cH:30][cH:31][cH:32][cH:33]2)[n:34][n:35]1>>[OH:1][c:2]1[cH:3][c:4]([C:5](=[O:7])[NH:15][NH:14][C:13](=[O:16])[O:17][C:18]([CH3:19])([CH3:20])[CH3:21])[cH:8][cH:9][c:10]1[O:11][CH3:12]. Yield: 62.1%. Run at time 30 minute. Product: C(C)(C)(C)OC(=O)N1CCC(CC1)NC1=NC=NC(=C1)N1CCC2=CC(=CC=C12)S(=O)(=O)C (4-[6-(5-Methanesulfonyl-2,3-dihydro-indol-1-yl)-pyrimidin-4-ylamino]-piperidine-1-carboxylic acid tert-butyl ester). As a reaction SMILES: [H-].[Na+].[CH3:3][S:4]([C:7]1[CH:8]=[C:9]2[C:13](=[CH:14][CH:15]=1)[NH:12][CH2:11][CH2:10]2)(=[O:6])=[O:5].[C:16]([O:20][C:21]([N:23]1[CH2:28][CH2:27][CH:26]([NH:29][C:30]2[CH:35]=[C:34](Cl)[N:33]=[CH:32][N:31]=2)[CH2:25][CH2:24]1)=[O:22])([CH3:19])([CH3:18])[CH3:17]>CN(C=O)C.[Cl-].[Na+].O>[C:16]([O:20][C:21]([N:23]1[CH2:28][CH2:27][CH:26]([NH:29][C:30]2[CH:35]=[C:34]([N:12]3[C:13]4[C:9](=[CH:8][C:7]([S:4]([CH3:3])(=[O:6])=[O:5])=[CH:15][CH:14]=4)[CH2:10][CH2:11]3)[N:33]=[CH:32][N:31]=2)[CH2:25][CH2:24]1)=[O:22])([CH3:19])([CH3:17])[CH3:18] |f:0.1,5.6.7|. Solvent: CN(C)C=O (DMF), CN(C)C=O (DMF), [Cl-].[Na+].O (brine). Reported procedure: To a solution of NaH (0.62 g, 15.5 mmol, 60% NaH) in 40 mL of DMF, 5-methanesulfonyl-2,3-dihydro-1H-indole (1.9 g, 9.63 mmol) was added and the mixture was stirred at room temperature for 30 minutes. 17a (3.09 g, 9.88 mmol) was added in DMF and the mixture was heated at 85° C. for 17 h. After cooling to room temperature, brine was added (200 mL) and the mixture was extracted with DCM (200 mL then 3×500 mL). The combined extracts were washed with brine (3×100 mL), dried, filtered and evaporated. ... Starting materials: [H-].[Na+] (NaH), CS(=O)(=O)C=1C=C2CCNC2=CC1 (5-methanesulfonyl-2,3-dihydro-1H-indole), C(C)(C)(C)OC(=O)N1CCC(CC1)NC1=NC=NC(=C1)Cl (4-(6-Chloro-pyrimidin-4-ylamino)-piperidine-1-carboxylic acid tert-butyl ester). Reactants: CC(=O)Cl, CCCNC(=O)Nc1ccc(Oc2ncnc3cc(OC)c(OC)cc23)cc1Cl, [H-], [Na+], C1CCOC1. Product: CCCNC(=O)N(C(C)=O)c1ccc(Oc2ncnc3cc(OC)c(OC)cc23)cc1Cl. Reaction SMILES: [CH3:32][C:33]([Cl:34])=[O:35].[Cl:1][c:2]1[c:3]([NH:23][C:24](=[O:25])[NH:26][CH2:27][CH2:28][CH3:29])[cH:4][cH:5][c:6]([O:8][c:9]2[n:10][cH:11][n:12][c:13]3[cH:14][c:15]([O:21][CH3:22])[c:16]([O:19][CH3:20])[cH:17][c:18]23)[cH:7]1.[H-:30].[Na+:31].[O:36]1[CH2:37][CH2:38][CH2:39][CH2:40]1>>[Cl:1][c:2]1[c:3]([N:23]([C:24](=[O:25])[NH:26][CH2:27][CH2:28][CH3:29])[C:33]([CH3:32])=[O:35])[cH:4][cH:5][c:6]([O:8][c:9]2[n:10][cH:11][n:12][c:13]3[cH:14][c:15]([O:21][CH3:22])[c:16]([O:19][CH3:20])[cH:17][c:18]23)[cH:7]1. Starting materials: OC1=CC=C2CCC(C2=C1)=O (6-hydroxy-1-indanone), O (water), CC(C=C)O (3-buten-2-ol), C1(=CC=C(C=C1)S(=O)(=O)O)C (p-toluenesulfonic acid). Solvent: COC(C)(C)OC (2,2-dimethoxy-propane). Product: C(C=CC)C1C(C2=CC(=CC=C2C1)O)=O ((RS)-2-(2-buten-1-yl)-6-hydroxy-1-indanone). The yield is 28.0%. As a reaction SMILES: [OH:1][C:2]1[CH:10]=[C:9]2[C:5]([CH2:6][CH2:7][C:8]2=[O:11])=[CH:4][CH:3]=1.[CH3:12][CH:13](O)[CH:14]=[CH2:15].C1(C)C=CC(S(O)(=O)=O)=CC=1.O>COC(OC)(C)C>[CH2:12]([CH:7]1[CH2:6][C:5]2[C:9](=[CH:10][C:2]([OH:1])=[CH:3][CH:4]=2)[C:8]1=[O:11])[CH:13]=[CH:14][CH3:15]. Reported procedure: A solution of 16 g of 6-hydroxy-1-indanone, 22.3 ml of 3-buten-2-ol and 160 mg of p-toluenesulfonic acid in 170 ml of 2,2-dimethoxy-propane was boiled under reflux for 38 hours on a water separator filled with molecular sieve (0.4 nm, 2 mm pearl shaped). The reaction mixture was subsequently concentrated in a vacuum and purified by column chromatography on silica gel (hexane/ethyl acetate 4:1). In addition to 7.5 g of educt, there were obtained 6.21 g (28%) of (RS)-2-(2-buten-1-yl)-6-hydroxy-1-i...